From a dataset of the Open Reaction Database (ORD), a public repository of structured organic reaction records. describe an organic reaction: reactants, conditions, products, and yield Reactants: mixture, C(=O)NC(CC1=CC=CC=C1)=O (N-formyl-2-phenyl-acetamide), [OH-].[NH4+] (ammonium hydroxide), S(O)(O)(=O)=O (sulfuric acid), S(O)(O)(=O)=O (sulfuric acid). Run in O (water), O (water). Run at time 4 hour. Product: C=1NC(C=C2C=CC=CC12)=O (2H-3-isoquinolone). Yield: 40.0%. As a reaction SMILES: [CH:1]([NH:3][C:4](=[O:12])[CH2:5][C:6]1[CH:11]=[CH:10][CH:9]=[CH:8][CH:7]=1)=O.S(=O)(=O)(O)O.[OH-].[NH4+]>O>[CH:1]1[NH:3][C:4](=[O:12])[CH:5]=[C:6]2[C:11]=1[CH:10]=[CH:9][CH:8]=[CH:7]2 |f:2.3|. Reported procedure: 200 g. N-formyl-2-phenyl-acetamide are dissolved in an inert atmosphere (nitrogen) in 1250 ml. concentrated sulfuric acid, while stirring and cooling in a bath of cold water in order to maintain the temperature at about 20°-25°C., whereafter the reaction mixture is left to stand for 4 hours at ambient temperature. The sulfuric acid solution is then poured, with stirring, into about 4 liters of a mixture of ice and water, the temperature not exceeding 50°C. The reaction mixture is then filtered t... Reactants: CC(=O)OC(C)=O, CC1(C)CNCc2ccccc21, ClCCl. Yields the product CC(=O)N1Cc2ccccc2C(C)(C)C1. Reaction SMILES: [CH3:1][C:2]([O:3][C:5]([CH3:6])=[O:7])=[O:4].[CH3:8][C:9]1([CH3:19])[CH2:10][NH:11][CH2:12][c:13]2[cH:14][cH:15][cH:16][cH:17][c:18]21.[Cl:20][CH2:21][Cl:22]>>[C:5]([CH3:6])(=[O:7])[N:11]1[CH2:10][C:9]([CH3:8])([CH3:19])[c:18]2[c:13]([cH:14][cH:15][cH:16][cH:17]2)[CH2:12]1. Reactants: C(=O)(OCC)CC=P(C1=CC=CC=C1)(C1=CC=CC=C1)C1=CC=CC=C1 ((carbethoxyethylidene)triphenylphosphorane), C(C(F)(F)F)(O)O (fluoral hydrate). Run in O1CCCC1 (tetrahydrofuran). Conditions: time 15 hour. Yields the product C/C(/C(=O)OCC)=C\C(F)(F)F (ethyl (E)-2-methyl-4,4,4-trifluorobut-2-enoate), Solution A. Reaction SMILES: [C:1]([CH2:6][CH:7]=P(C1C=CC=CC=1)(C1C=CC=CC=1)C1C=CC=CC=1)([O:3][CH2:4][CH3:5])=[O:2].[CH:27](O)(O)[C:28]([F:31])([F:30])[F:29]>O1CCCC1>[CH3:7]/[C:6](=[CH:27]\[C:28]([F:31])([F:30])[F:29])/[C:1]([O:3][CH2:4][CH3:5])=[O:2]. Reported procedure: A suspension of (carbethoxyethylidene)triphenylphosphorane (400 g, 1.10 mole) in tetrahydrofuran (600 mL) was treated with aqueous fluoral hydrate (71.5% w/w, 180 g, 1.10 mole) over a period of 4 hours. During the addition the reaction temperature rose to 45° C. and all of the solid dissolved to give a clear brown solution. The mixture was allowed to stand for 15 hours and was then heated under reflux for 3.5 hours. The solution was distilled at 2,700 Pa until the temperature in the distillation... The reactants are ClC1=CC(=C(C=C1)N=C=O)C(F)(F)F (4-chloro-2-(trifluoromethyl)phenyl isocyanate), COC=1C=C2C(=NC=NC2=CC1OC)NC=1SC2=C(N1)C=CC(=C2)N (N2-(6,7-dimethoxyquinazolin-4-yl)benzothiazole-2,6-diamine). The product is ClC1=CC(=C(C=C1)NC(=O)NC1=CC2=C(N=C(S2)NC2=NC=NC3=CC(=C(C=C23)OC)OC)C=C1)C(F)(F)F (1-(4-Chloro-2-trifluoromethylphenyl)-3-[2-(6,7-dimethoxyquinazolin-4-ylamino)benzothiazol-6-yl]urea), solid. Isolated yield 42.5%. Reaction SMILES: [Cl:1][C:2]1[CH:7]=[CH:6][C:5]([N:8]=[C:9]=[O:10])=[C:4]([C:11]([F:14])([F:13])[F:12])[CH:3]=1.[CH3:15][O:16][C:17]1[CH:18]=[C:19]2[C:24](=[CH:25][C:26]=1[O:27][CH3:28])[N:23]=[CH:22][N:21]=[C:20]2[NH:29][C:30]1[S:31][C:32]2[CH:38]=[C:37]([NH2:39])[CH:36]=[CH:35][C:33]=2[N:34]=1>>[Cl:1][C:2]1[CH:7]=[CH:6][C:5]([NH:8][C:9]([NH:39][C:37]2[CH:36]=[CH:35][C:33]3[N:34]=[C:30]([NH:29][C:20]4[C:19]5[C:24](=[CH:25][C:26]([O:27][CH3:28])=[C:17]([O:16][CH3:15])[CH:18]=5)[N:23]=[CH:22][N:21]=4)[S:31][C:32]=3[CH:38]=2)=[O:10])=[C:4]([C:11]([F:12])([F:13])[F:14])[CH:3]=1. Reported procedure: 1-(4-Chloro-2-trifluoromethylphenyl)-3-[2-(6,7-dimethoxyquinazolin-4-ylamino)benzothiazol-6-yl]urea was prepared from 4-chloro-2-(trifluoromethyl)phenyl isocyanate (17 μL, 0.113 mmol) and N2-(6,7-dimethoxyquinazolin-4-yl)benzothiazole-2,6-diamine (40 mg, 0.113 mmol) according to GP 3. The solid was filtered off and washed thoroughly with dichloromethane to obtain a yellow solid (27 mg, 48 μmol, 42%). LC/ESI-MS: m/z=575 [M(35Cl)+H]+; m/z=573 [M(35Cl)−H]−; Rt=3.79 min. Reactants: FC1(C(N([C@H](C1)CO)CCCC1=CC=C(S1)C(=O)OC)=O)F ((R)-methyl 5-(3-(3,3-difluoro-5-(hydroxymethyl)-2-oxopyrrolidin-1-yl)propyl)thiophene-2-carboxylate), intermediate 13a, FC1(C(N([C@H](C1)CO)CCCCCCC(=O)OC)=O)F ((R)-methyl 7-(3,3-difluoro-5-(hydroxymethyl)-2-oxopyrrolidin-1-yl)heptanoate). The product is FC1(C(N([C@H](C1)C=O)CCCC1=CC=C(S1)C(=O)OC)=O)F ((R)-Methyl 5-(3-(3,3-difluoro-5-formyl-2-oxopyrrolidin-1-yl)propyl)thiophene-2-carboxylate), title intermediate. RXN SMILES: [F:1][C:2]1([F:22])[CH2:6][C@H:5]([CH2:7][OH:8])[N:4]([CH2:9][CH2:10][CH2:11][C:12]2[S:16][C:15]([C:17]([O:19][CH3:20])=[O:18])=[CH:14][CH:13]=2)[C:3]1=[O:21].FC1(F)C[C@H](CO)N(CCCCCCC(OC)=O)C1=O>>[F:22][C:2]1([F:1])[CH2:6][C@H:5]([CH:7]=[O:8])[N:4]([CH2:9][CH2:10][CH2:11][C:12]2[S:16][C:15]([C:17]([O:19][CH3:20])=[O:18])=[CH:14][CH:13]=2)[C:3]1=[O:21]. Procedure: (R)-Methyl 5-(3-(3,3-difluoro-5-formyl-2-oxopyrrolidin-1-yl)propyl)thiophene-2-carboxylate was prepared from 12f using the oxidation procedure (Step K) described for the preparation of intermediate 13a from intermediate 12a to afford the title intermediate (80 mg) as a pale yellow oil; TLC Rf 0.60 (solvent system: 7:93 v/v methanol-dichloromethane). Starting materials: CC(C)(C)C(=O)Nc1ccc(Oc2ccnc(N)c2)c(F)c1F, O=C(O)C(F)(F)F. Product: Nc1cc(Oc2ccc(N)c(F)c2F)ccn1. As a reaction SMILES: [NH2:1][c:2]1[n:3][cH:4][cH:5][c:6]([O:8][c:9]2[c:10]([F:23])[c:11]([F:22])[c:12]([NH:15][C:16](=[O:17])[C:18]([CH3:19])([CH3:20])[CH3:21])[cH:13][cH:14]2)[cH:7]1.[OH:24][C:25]([C:26]([F:27])([F:28])[F:29])=[O:30]>>[NH2:1][c:2]1[n:3][cH:4][cH:5][c:6]([O:8][c:9]2[c:10]([F:23])[c:11]([F:22])[c:12]([NH2:15])[cH:13][cH:14]2)[cH:7]1.